From a dataset of the Open Reaction Database (ORD), a public repository of structured organic reaction records. describe an organic reaction: reactants, conditions, products, and yield The reactants are Cl (Hydrogen chloride), Cl (hydrogen chloride), C(=O)(Cl)Cl (phosgene), FC1=C(N)C=C(C(=C1Cl)F)Cl (2,4-difluoro-3,5-dichloroaniline), C(=O)(Cl)Cl (phosgene). Solvent: C1(=CC=CC=C1)C (toluene). Conditions: time 2 hour. The product is FC1=C(C=C(C(=C1Cl)F)Cl)N=C=O (2,4-Difluoro-3,5-dichlorophenyl isocyanate). As a reaction SMILES: Cl.[F:2][C:3]1[C:9]([Cl:10])=[C:8]([F:11])[C:7]([Cl:12])=[CH:6][C:4]=1[NH2:5].[C:13](Cl)(Cl)=[O:14]>C1(C)C=CC=CC=1>[F:2][C:3]1[C:9]([Cl:10])=[C:8]([F:11])[C:7]([Cl:12])=[CH:6][C:4]=1[N:5]=[C:13]=[O:14]. Procedure details: Hydrogen chloride was passed into a well-stirred solution of 39.6 gm (0.20 mol) of 2,4-difluoro-3,5-dichloroaniline in 400 ml of toluene until a precipitate no longer separated out. The heterogeneous mixture thus obtained was cooled to 5° to 10° C. At this temperature, 40 gm (0.4 mol) of phosgene were passed in, with stirring. The mixture was then heated slowly, with stirring, so that after about two hours a temperature of 100° to 105° C. was reached. Stirring was then continued for seven hours ... Starting materials: CC1=C(C(=CC(=C1)OCCS(=O)C)C)C1=C2CC[C@H](C2=C(C=C1)F)OC1=CC2=C([C@@H](CO2)CC(=O)O)C=C1 (2-((3S)-6-((1R)-4-(2,6-dimethyl-4-(2-(methylsulfinyl)ethoxy)phenyl)-7-fluoro-2,3-dihydro-1H-inden-1-yloxy)-2,3-dihydrobenzofuran-3-yl)acetic acid), [K] (potassium), OOS(=O)[O-].[K+] (Oxone), [K] (potassium), OOS(=O)[O-].[K+] (Oxone). Solvent: CO (methanol), O (water), C(C)#N.O (acetonitrile water). Run at time 3 hour. Product: CC1=C(C(=CC(=C1)OCCS(=O)(=O)C)C)C1=C2CC[C@H](C2=C(C=C1)F)OC1=CC2=C([C@@H](CO2)CC(=O)O)C=C1 (2-((S)-6-((R)-4-(2,6-Dimethyl-4-(2-(methylsulfonyl)ethoxy)phenyl)-7-fluoro-2,3-dihydro-1H-inden-1-yloxy)-2,3-dihydrobenzofuran-3-yl)acetic acid). RXN SMILES: [CH3:1][C:2]1[CH:7]=[C:6]([O:8][CH2:9][CH2:10][S:11]([CH3:13])=[O:12])[CH:5]=[C:4]([CH3:14])[C:3]=1[C:15]1[CH:23]=[CH:22][C:21]([F:24])=[C:20]2[C:16]=1[CH2:17][CH2:18][C@H:19]2[O:25][C:26]1[CH:38]=[CH:37][C:29]2[C@H:30]([CH2:33][C:34]([OH:36])=[O:35])[CH2:31][O:32][C:28]=2[CH:27]=1.[K].[OH:40]OS([O-])=O.[K+]>CO.O.C(#N)C.O>[CH3:14][C:4]1[CH:5]=[C:6]([O:8][CH2:9][CH2:10][S:11]([CH3:13])(=[O:40])=[O:12])[CH:7]=[C:2]([CH3:1])[C:3]=1[C:15]1[CH:23]=[CH:22][C:21]([F:24])=[C:20]2[C:16]=1[CH2:17][CH2:18][C@H:19]2[O:25][C:26]1[CH:38]=[CH:37][C:29]2[C@H:30]([CH2:33][C:34]([OH:36])=[O:35])[CH2:31][O:32][C:28]=2[CH:27]=1 |f:2.3,6.7,^1:38|. Reported procedure: To a solution of 2-((3S)-6-((1R)-4-(2,6-dimethyl-4-(2-(methylsulfinyl)ethoxy)phenyl)-7-fluoro-2,3-dihydro-1H-inden-1-yloxy)-2,3-dihydrobenzofuran-3-yl)acetic acid (70 mg) in methanol (1.5 mL) and water (0.75 mL) is added potassium peroxomonoslufate (Oxone®) (150 mg). The mixture is stirred for 3 hour at room temperature and then potassium peroxomonoslufate (Oxone®) (80 mg) is added. After stirring for 12 hours at room temperature the mixture is partitioned between ethyl acetate and water. The or... The reactants are C(C)N(C(C)C)C(C)C (ethyldiisopropylamine), O=C1NC2=CC=C(C=C2C1)C(=O)O (2-oxoindoline-5-carboxylic acid), F[B-](F)(F)F.N1(N=NC2=C1C=CC=C2)OC(=[N+](C)C)N(C)C (O-(benzotriazol-1-yl)-N,N,N′,N′-tetramethyluronium tetrafluoroborate), O.ON1N=NC2=C1C=CC=C2 (1-hydroxybenzotriazole hydrate), NCC1=NC=CC=C1 (2-(aminomethyl)pyridine), C(=O)(O)[O-].[Na+] (NaHCO3). Run in CN(C=O)C.C(C)#N (N,N-dimethylformamide acetonitrile). Conditions: time 5 minute. The product is O=C1NC2=CC=C(C=C2C1)C(=O)NCC1=NC=CC=C1 (2-Oxo-N-(pyridin-2-ylmethyl)indoline-5-carboxamide). The yield is 68.1%. As a reaction SMILES: C(N(C(C)C)C(C)C)C.[O:10]=[C:11]1[CH2:19][C:18]2[C:13](=[CH:14][CH:15]=[C:16]([C:20]([OH:22])=O)[CH:17]=2)[NH:12]1.F[B-](F)(F)F.[N:28]1(OC(N(C)C)=[N+](C)C)[C:32]2[CH:33]=[CH:34][CH:35]=[CH:36][C:31]=2[N:30]=N1.O.ON1C2C=CC=CC=2N=N1.NCC1C=CC=CN=1.C([O-])(O)=O.[Na+]>CN(C)C=O.C(#N)C>[O:10]=[C:11]1[CH2:19][C:18]2[C:13](=[CH:14][CH:15]=[C:16]([C:20]([NH:30][CH2:31][C:36]3[CH:35]=[CH:34][CH:33]=[CH:32][N:28]=3)=[O:22])[CH:17]=2)[NH:12]1 |f:2.3,4.5,7.8,9.10|. Procedure: To a N,N-dimethylformamide/acetonitrile, (2 mL: 10 mL), mixture containing ethyldiisopropylamine (0.52 mL, 3 mmol) was added 2-oxoindoline-5-carboxylic acid (0.354 g, 2.0 mmol; described in: Sun L. et al. J. Med. Chem. 2000, 43(14), 2655:), O-(benzotriazol-1-yl)-N,N,N′,N′-tetramethyluronium tetrafluoroborate (0.77 g, 2.4 mmol) and 1-hydroxybenzotriazole hydrate (0.324 g, 2.4 mmol) and stirred for 5 min at room temperature. Thereafter, 2-(aminomethyl)pyridine (0.562 g, 5.2 mmol) was added and the... Starting materials: CC(C)(C)OC(=O)N(CCc1ccc(Cl)c(CO)c1)CC(F)F, CC#N, O=[Mn]=O. Yields the product CC(C)(C)OC(=O)N(CCc1ccc(Cl)c(C=O)c1)CC(F)F. As a reaction SMILES: [C:1]([CH3:2])([CH3:3])([CH3:4])[O:5][C:6]([N:7]([CH2:8][CH:9]([F:10])[F:11])[CH2:12][CH2:13][c:14]1[cH:15][c:16]([CH2:21][OH:22])[c:17]([Cl:20])[cH:18][cH:19]1)=[O:23].[CH3:24][C:25]#[N:26].[O:27]=[Mn:28]=[O:29]>>[C:1]([CH3:2])([CH3:3])([CH3:4])[O:5][C:6]([N:7]([CH2:8][CH:9]([F:10])[F:11])[CH2:12][CH2:13][c:14]1[cH:15][c:16]([CH:21]=[O:22])[c:17]([Cl:20])[cH:18][cH:19]1)=[O:23]. Starting materials: BrC=1SC=C(N1)NC(CCl)=O (2-bromo-4-chloroacetamidothiazole), C(C)(=O)[O-].[Na+] (sodium acetate), [H][H] (hydrogen). Reagents/catalysts: [Pd] (Pd/C). Run in CO (methanol). Yields the product ClCC(=O)NC=1N=CSC1 (4-Chloroacetamidothiazole). Isolated yield 57.9%. Reaction SMILES: Br[C:2]1[S:3][CH:4]=[C:5]([NH:7][C:8](=[O:11])[CH2:9][Cl:10])[N:6]=1.C([O-])(=O)C.[Na+].[H][H]>CO.[Pd]>[Cl:10][CH2:9][C:8]([NH:7][C:5]1[N:6]=[CH:2][S:3][CH:4]=1)=[O:11] |f:1.2|. Procedure details: A solution of 2-bromo-4-chloroacetamidothiazole (4 g) and sodium acetate (1.15 g) in methanol (100 ml) was hydrogenated at atmospheric pressure over 10% Pd/C catalyst (1 g) until theoretical uptake of hydrogen had occurred. The catalyst was removed by filtration and washed with methanol and the extracts evaporated to dryness in vacuo. The residue was recrystallised twice from carbon tetrachloride to give the title compound (1.6 g) m.p. 115°-119° C. (Found: C, 33.7; H, 2.9; N, 15.5. C5H5ClN2OS re... Reactants: OC(COC1=CC=C(C=C1)C(C)(C)C1=CC=C(C=C1)OCC(CNC1CC(N(C(C1)(C)C)C)(C)C)O)CNC1CC(N(C(C1)(C)C)C)(C)C (2,2-bis[4-{2-hydroxy-3-[(1,2,2,6,6-pentamethyl-4-piperidyl)amino]propoxy}phenyl]propane), C(C)(=O)OC(C)=O (acetic anhydride). The solvent is C1=CC=CC=C1 (benzene). The product is C(C)(=O)OC(COC1=CC=C(C=C1)C(C)(C)C1=CC=C(C=C1)OCC(CN(C(C)=O)C1CC(N(C(C1)(C)C)C)(C)C)OC(C)=O)CN(C(C)=O)C1CC(N(C(C1)(C)C)C)(C)C (2,2-Bis[4-{2-acetoxy-3-[N-(1,2,2,6,6-pentamethyl-4-piperidyl)acetamido]propoxy}phenyl]propane). RXN SMILES: [OH:1][CH:2]([CH2:37][NH:38][CH:39]1[CH2:44][C:43]([CH3:46])([CH3:45])[N:42]([CH3:47])[C:41]([CH3:49])([CH3:48])[CH2:40]1)[CH2:3][O:4][C:5]1[CH:10]=[CH:9][C:8]([C:11]([C:14]2[CH:19]=[CH:18][C:17]([O:20][CH2:21][CH:22]([OH:36])[CH2:23][NH:24][CH:25]3[CH2:30][C:29]([CH3:32])([CH3:31])[N:28]([CH3:33])[C:27]([CH3:35])([CH3:34])[CH2:26]3)=[CH:16][CH:15]=2)([CH3:13])[CH3:12])=[CH:7][CH:6]=1.C(O[C:54](=[O:56])[CH3:55])(=O)C>C1C=CC=CC=1>[C:2]([O:36][CH:22]([CH2:23][N:24]([CH:25]1[CH2:30][C:29]([CH3:32])([CH3:31])[N:28]([CH3:33])[C:27]([CH3:34])([CH3:35])[CH2:26]1)[C:54](=[O:56])[CH3:55])[CH2:21][O:20][C:17]1[CH:16]=[CH:15][C:14]([C:11]([C:8]2[CH:9]=[CH:10][C:5]([O:4][CH2:3][CH:2]([O:1][C:17](=[O:20])[CH3:16])[CH2:37][N:38]([CH:39]3[CH2:40][C:41]([CH3:49])([CH3:48])[N:42]([CH3:47])[C:43]([CH3:46])([CH3:45])[CH2:44]3)[C:5](=[O:4])[CH3:6])=[CH:6][CH:7]=2)([CH3:12])[CH3:13])=[CH:19][CH:18]=1)(=[O:1])[CH3:3]. Procedure details: A mixture of 1 g of 2,2-bis[4-{2-hydroxy-3-[(1,2,2,6,6-pentamethyl-4-piperidyl)amino]propoxy}phenyl]propane, obtained as described in Example 4, and 1 g of acetic anhydride in 10 ml of benzene was reacted in a similar manner to that described in Example 8, giving the desired compound in the form of a white powder. The compound had an Rf value of 0.70 on thin layer chromatography on silica gel developed with a 9:1 by volume mixture of ethyl acetate and triethylamine. The reactants are CC(C)(C)OC(=O)n1ncc2cc(N)ccc21, Cc1ccccc1, O=C(Cl)Cl, ClCCl, c1ccncc1. Yields the product CC(C)(C)OC(=O)n1ncc2cc(N=C=O)ccc21. As a reaction SMILES: [C:12]([CH3:13])([CH3:14])([CH3:15])[O:16][C:17](=[O:18])[n:19]1[n:20][cH:21][c:22]2[cH:23][c:24]([NH2:28])[cH:25][cH:26][c:27]12.[CH3:5][c:6]1[cH:7][cH:8][cH:9][cH:10][cH:11]1.[Cl:1][C:2]([Cl:3])=[O:4].[Cl:35][CH2:36][Cl:37].[cH:29]1[cH:30][cH:31][n:32][cH:33][cH:34]1>>[C:2](=[O:4])=[N:28][c:24]1[cH:23][c:22]2[cH:21][n:20][n:19]([C:17]([O:16][C:12]([CH3:13])([CH3:14])[CH3:15])=[O:18])[c:27]2[cH:26][cH:25]1. Reactants: [OH-].[Ba+2].[OH-] (barium hydroxide), ice, Cl (HCl), C(C)(=O)C(C(=O)OCC)(CC1=CC(=C(C=C1)OCC)OCC)Cl (ethyl 2-acetyl-2-chloro-3-(3,4-diethoxyphenyl)propionate). Solvent: C(C)O (ethanol). Reaction conditions: time 30 minute. Product: ClC(C(=O)OCC)CC1=CC(=C(C=C1)OCC)OCC (ethyl 2-chloro-3-(3,4-diethoxyphenyl)propionate). The yield is 97.7%. RXN SMILES: C([C:4]([Cl:23])([CH2:10][C:11]1[CH:16]=[CH:15][C:14]([O:17][CH2:18][CH3:19])=[C:13]([O:20][CH2:21][CH3:22])[CH:12]=1)[C:5]([O:7][CH2:8][CH3:9])=[O:6])(=O)C.[OH-].[Ba+2].[OH-].Cl>C(O)C>[Cl:23][CH:4]([CH2:10][C:11]1[CH:16]=[CH:15][C:14]([O:17][CH2:18][CH3:19])=[C:13]([O:20][CH2:21][CH3:22])[CH:12]=1)[C:5]([O:7][CH2:8][CH3:9])=[O:6] |f:1.2.3|. Procedure details: In 150 ml of ethanol is dissolved 14.0 g of the above ethyl 2-acetyl-2-chloro-3-(3,4-diethoxyphenyl)propionate, followed by addition of 3.5 g of anhydrous barium hydroxide. The mixture is stirred under ice cooling for 30 minutes, then poured into 300 g ice-40 ml 6N-HCl, and extracted with ether. The ethereal layer is washed with water, dried (over MgSO4) and distilled to remove the ether. The above procedure provides 12.0 g (97.6%) of ethyl 2-chloro-3-(3,4-diethoxyphenyl)propionate as oil. The reactants are CCOC(=O)c1cc(S(=O)(=O)c2cc(OC(C)(C)C)cc(-c3ccccc3)c2)c(SC)s1, ClCCl, O=C(O)C(F)(F)F. Product: CCOC(=O)c1cc(S(=O)(=O)c2cc(O)cc(-c3ccccc3)c2)c(SC)s1. Reaction SMILES: [CH2:1]([CH3:2])[O:3][C:4](=[O:5])[c:6]1[s:7][c:8]([S:31][CH3:32])[c:9]([S:11](=[O:12])(=[O:13])[c:14]2[cH:15][c:16](-[c:25]3[cH:26][cH:27][cH:28][cH:29][cH:30]3)[cH:17][c:18]([O:20][C:21]([CH3:22])([CH3:23])[CH3:24])[cH:19]2)[cH:10]1.[Cl:40][CH2:41][Cl:42].[F:33][C:34]([F:35])([F:36])[C:37]([OH:38])=[O:39]>>[CH2:1]([CH3:2])[O:3][C:4](=[O:5])[c:6]1[s:7][c:8]([S:31][CH3:32])[c:9]([S:11](=[O:12])(=[O:13])[c:14]2[cH:15][c:16](-[c:25]3[cH:26][cH:27][cH:28][cH:29][cH:30]3)[cH:17][c:18]([OH:20])[cH:19]2)[cH:10]1.